Dataset: the Open Reaction Database (ORD), a public repository of structured organic reaction records. Task: describe an organic reaction: reactants, conditions, products, and yield The reactants are ClC1=NC=CC(=N1)C=1C(=NN2C1C=CC=C2)C=2C=C(C=CC2)NC(C2=C(C=CC=C2F)F)=O (N-{3-[3-(2-chloro-4-pyrimidinyl)pyrazolo[1,5-a]pyridin-2-yl]phenyl}-2,6-difluorobenzamide), CN1CCN(CC1)C1=CC=C(N)C=C1 (4-(4-methyl-1-piperazinyl)aniline). Product: C1NCCC2=CC=C(C=C12)NC1=NC=CC(=N1)C=1C(=NN2C1C=CC=C2)C=2C=C(C=CC2)NC(C2=CC=CC=C2)=O (N-(3-{3-[2-(1,2,3,4-tetrahydro-7-isoquinolinylamino)-4-pyrimidinyl]-pyrazolo[1,5-a]pyridin-2-yl}phenyl)benzamide). Reaction SMILES: Cl[C:2]1[N:7]=[C:6]([C:8]2[C:9]([C:17]3[CH:18]=[C:19]([NH:23][C:24](=[O:33])[C:25]4[C:30](F)=[CH:29][CH:28]=[CH:27][C:26]=4F)[CH:20]=[CH:21][CH:22]=3)=[N:10][N:11]3[CH:16]=[CH:15][CH:14]=[CH:13][C:12]=23)[CH:5]=[CH:4][N:3]=1.CN1CCN([C:41]2[CH:47]=[CH:46][C:44]([NH2:45])=[CH:43][CH:42]=2)CC1>>[CH2:2]1[C:42]2[C:41](=[CH:47][CH:46]=[C:44]([NH:45][C:2]3[N:7]=[C:6]([C:8]4[C:9]([C:17]5[CH:18]=[C:19]([NH:23][C:24](=[O:33])[C:25]6[CH:30]=[CH:29][CH:28]=[CH:27][CH:26]=6)[CH:20]=[CH:21][CH:22]=5)=[N:10][N:11]5[CH:16]=[CH:15][CH:14]=[CH:13][C:12]=45)[CH:5]=[CH:4][N:3]=3)[CH:43]=2)[CH2:5][CH2:4][NH:3]1. Procedure: The title compound was prepared from N-{3-[3-(2-chloro-4-pyrimidinyl)pyrazolo[1,5-a]pyridin-2-yl]phenyl}-2,6-difluorobenzamide and 4-(4-methyl-1-piperazinyl)aniline by a procedure similar to Example 27, Step D. 1H NMR (400 MHz, DMSO-d6) δ 2.26 (s, 3H), 2.48-2.54 (m, 4H overlapping with d6-DMSO), 3.02-3.10 (m, 4H), 6.52 (d, 1H, J=5.2 Hz), 6.88 (d, 2H, J=8.8 Hz), 7.15 (t, 1H, J=6.0 Hz), 7.29 (t, 2H, J=8.0 Hz), 7.37 (d, 1H, J=7.8 Hz), 7.46-7.66 (m, 5H), 7.85 (d, 1H, J=8.7 Hz), 8.04 (s, 1H), 8.25 (d... Starting materials: CCC1(OC(C)=O)CCCCC1, CC(=O)CC1CC2C=CC1C2. The product is CCC1(OC(=O)CC(C)(O)CC2CC3C=CC2C3)CCCCC1. Reaction SMILES: [C:1]([CH3:2])(=[O:3])[O:4][C:5]1([CH2:11][CH3:12])[CH2:6][CH2:7][CH2:8][CH2:9][CH2:10]1.[CH:13]12[CH:14]([CH2:20][C:21]([CH3:22])=[O:23])[CH2:15][CH:16]([CH:17]=[CH:18]1)[CH2:19]2>>[C:1]([CH2:2][C:21]([CH2:20][CH:14]1[CH:13]2[CH:18]=[CH:17][CH:16]([CH2:15]1)[CH2:19]2)([CH3:22])[OH:23])(=[O:3])[O:4][C:5]1([CH2:11][CH3:12])[CH2:6][CH2:7][CH2:8][CH2:9][CH2:10]1.